From a dataset of the Open Reaction Database (ORD), a public repository of structured organic reaction records. describe an organic reaction: reactants, conditions, products, and yield Reactants: CS(=O)(=O)O, COc1ccc(CCc2cc3c(s2)-n2c(C)nnc2CN=C3c2ccccc2Cl)cc1, CSCCC(N)C(=O)O, [Na+], O=C([O-])O. Yields the product Cc1nnc2n1-c1sc(CCc3ccc(O)cc3)cc1C(c1ccccc1Cl)=NC2. As a reaction SMILES: [CH3:46][S:47](=[O:48])(=[O:49])[OH:50].[Cl:1][c:2]1[c:3]([C:8]2=[N:9][CH2:10][c:11]3[n:12]([c:28]([CH3:31])[n:29][n:30]3)-[c:13]3[c:14]2[cH:15][c:16]([CH2:18][CH2:19][c:20]2[cH:21][cH:22][c:23]([O:26][CH3:27])[cH:24][cH:25]2)[s:17]3)[cH:4][cH:5][cH:6][cH:7]1.[NH2:32][CH:33]([C:34]([OH:35])=[O:36])[CH2:37][CH2:38][S:39][CH3:40].[Na+:41].[OH:42][C:43](=[O:44])[O-:45]>>[Cl:1][c:2]1[c:3]([C:8]2=[N:9][CH2:10][c:11]3[n:12]([c:28]([CH3:31])[n:29][n:30]3)-[c:13]3[c:14]2[cH:15][c:16]([CH2:18][CH2:19][c:20]2[cH:21][cH:22][c:23]([OH:26])[cH:24][cH:25]2)[s:17]3)[cH:4][cH:5][cH:6][cH:7]1. Reactants: CCCCCC, CN1CCN(C2CCN(C(=O)Nc3cc(Oc4ccc(N)cc4)ccn3)CC2)CC1, C1CCOC1, O=C=NC(=O)Cc1ccccc1. The product is CN1CCN(C2CCN(C(=O)Nc3cc(Oc4ccc(NC(=O)NC(=O)Cc5ccccc5)cc4)ccn3)CC2)CC1. RXN SMILES: [CH3:48][CH2:49][CH2:50][CH2:51][CH2:52][CH3:53].[NH2:1][c:2]1[cH:3][cH:4][c:5]([O:6][c:7]2[cH:8][c:9]([NH:13][C:14](=[O:15])[N:16]3[CH2:17][CH2:18][CH:19]([N:22]4[CH2:23][CH2:24][N:25]([CH3:28])[CH2:26][CH2:27]4)[CH2:20][CH2:21]3)[n:10][cH:11][cH:12]2)[cH:29][cH:30]1.[O:43]1[CH2:44][CH2:45][CH2:46][CH2:47]1.[c:31]1([CH2:37][C:38](=[O:39])[N:40]=[C:41]=[O:42])[cH:32][cH:33][cH:34][cH:35][cH:36]1>>[NH:1]([c:2]1[cH:3][cH:4][c:5]([O:6][c:7]2[cH:8][c:9]([NH:13][C:14](=[O:15])[N:16]3[CH2:17][CH2:18][CH:19]([N:22]4[CH2:23][CH2:24][N:25]([CH3:28])[CH2:26][CH2:27]4)[CH2:20][CH2:21]3)[n:10][cH:11][cH:12]2)[cH:29][cH:30]1)[C:41]([NH:40][C:38]([CH2:37][c:31]1[cH:32][cH:33][cH:34][cH:35][cH:36]1)=[O:39])=[O:42].